From a dataset of the Open Reaction Database (ORD), a public repository of structured organic reaction records. describe an organic reaction: reactants, conditions, products, and yield Starting materials: CC(C)OC(=O)N1CCC(COc2ccc(Br)cc2)CC1, O=C([O-])[O-], COCCOC, CSc1ccc(B(O)O)cc1, [Na+], [Na+], c1ccc(P(c2ccccc2)(c2ccccc2)[Pd](P(c2ccccc2)(c2ccccc2)c2ccccc2)(P(c2ccccc2)(c2ccccc2)c2ccccc2)P(c2ccccc2)(c2ccccc2)c2ccccc2)cc1. Yields the product CSc1ccc(-c2ccc(OCC3CCN(C(=O)OC(C)C)CC3)cc2)cc1. RXN SMILES: [Br:12][c:13]1[cH:14][cH:15][c:16]([O:19][CH2:20][CH:21]2[CH2:22][CH2:23][N:24]([C:27](=[O:28])[O:29][CH:30]([CH3:31])[CH3:32])[CH2:25][CH2:26]2)[cH:17][cH:18]1.[C:33](=[O:34])([O-:35])[O-:36].[CH3:116][O:117][CH2:118][CH2:119][O:120][CH3:121].[CH3:1][S:2][c:3]1[cH:4][cH:5][c:6]([B:9]([OH:10])[OH:11])[cH:7][cH:8]1.[Na+:37].[Na+:38].[cH:39]1[cH:40][cH:41][c:42]([P:43]([Pd:44]([P:45]([c:46]2[cH:47][cH:48][cH:49][cH:50][cH:51]2)([c:52]2[cH:53][cH:54][cH:55][cH:56][cH:57]2)[c:58]2[cH:59][cH:60][cH:61][cH:62][cH:63]2)([P:64]([c:65]2[cH:66][cH:67][cH:68][cH:69][cH:70]2)([c:71]2[cH:72][cH:73][cH:74][cH:75][cH:76]2)[c:77]2[cH:78][cH:79][cH:80][cH:81][cH:82]2)[P:83]([c:84]2[cH:85][cH:86][cH:87][cH:88][cH:89]2)([c:90]2[cH:91][cH:92][cH:93][cH:94][cH:95]2)[c:96]2[cH:97][cH:98][cH:99][cH:100][cH:101]2)([c:102]2[cH:103][cH:104][cH:105][cH:106][cH:107]2)[c:108]2[cH:109][cH:110][cH:111][cH:112][cH:113]2)[cH:114][cH:115]1>>[CH3:1][S:2][c:3]1[cH:4][cH:5][c:6](-[c:13]2[cH:14][cH:15][c:16]([O:19][CH2:20][CH:21]3[CH2:22][CH2:23][N:24]([C:27](=[O:28])[O:29][CH:30]([CH3:31])[CH3:32])[CH2:25][CH2:26]3)[cH:17][cH:18]2)[cH:7][cH:8]1. Starting materials: ClC1=NC=C(C(=O)NC2=CC=C3C=CC=NC3=C2)C=C1 (6-chloro-N-quinolin-7-yl-nicotinamide), ClC1=CC=C(C=C1)B(O)O (4-chlorophenylboronic acid). Yields the product ClC1=CC=C(C=C1)C1=NC=C(C(=O)NC2=CC=C3C=CC=NC3=C2)C=C1 (6-(4-Chlorophenyl)-N-quinolin-7-yl-nicotinamide). As a reaction SMILES: Cl[C:2]1[CH:20]=[CH:19][C:5]([C:6]([NH:8][C:9]2[CH:18]=[C:17]3[C:12]([CH:13]=[CH:14][CH:15]=[N:16]3)=[CH:11][CH:10]=2)=[O:7])=[CH:4][N:3]=1.[Cl:21][C:22]1[CH:27]=[CH:26][C:25](B(O)O)=[CH:24][CH:23]=1>>[Cl:21][C:22]1[CH:27]=[CH:26][C:25]([C:2]2[CH:20]=[CH:19][C:5]([C:6]([NH:8][C:9]3[CH:18]=[C:17]4[C:12]([CH:13]=[CH:14][CH:15]=[N:16]4)=[CH:11][CH:10]=3)=[O:7])=[CH:4][N:3]=2)=[CH:24][CH:23]=1. Reported procedure: Using the procedure outlined in Example 100, the title compound was prepared from 6-chloro-N-quinolin-7-yl-nicotinamide (D70) (40 mg, 0.14 mmol) and 4-chlorophenylboronic acid (27 mg, 0.17 mmol) as a pale yellow solid. 1H NMR (250 MHz, CDCl3) δ (ppm): 9.25 (dd, 1H), 8.82 (dd, 1H), 8.43 (dd, 1H), 8.33 (dd, 1H), 8.22 (br.d, 1H), 8.11 (d, 1H), 8.00 (d, 2H), 7.89 (d, 1H), 7.87 (d, 1H), 7.51 (d, 2H), 7.40 (dd, 1H). Starting materials: ( 28 ), ( 45 ), FC=1C=C(C=C(C1)F)C1(CNCC1)OC (3-(3,5-difluorophenyl)-3-methoxypyrrolidine), C=O (formaldehyde), ( 32 ). Run in C(=O)O (formic acid). Yields the product FC=1C=C(C=C(C1)F)C1(CN(CC1)C)OC (3-(3,5-difluorophenyl)-3-methoxy-1-methyl pyrrolidine). As a reaction SMILES: [F:1][C:2]1[CH:3]=[C:4]([C:9]2([O:14][CH3:15])[CH2:13][CH2:12][NH:11][CH2:10]2)[CH:5]=[C:6]([F:8])[CH:7]=1.[CH2:16]=O>C(O)=O>[F:1][C:2]1[CH:3]=[C:4]([C:9]2([O:14][CH3:15])[CH2:13][CH2:12][N:11]([CH3:16])[CH2:10]2)[CH:5]=[C:6]([F:8])[CH:7]=1. Procedure details: Preparation according to Example 16. (+3-(3,5-difluorophenyl)-3-methoxypyrrolidine (0.02 g, 0.094 mmol), formic acid (1 ml) and formaldehyde (40% solution in water, 1 ml) was heated at 85° C. for 5 h, workup according to preparation 16. MS m/z (relative intensity, 70 eV) 227 (M+, 5), 212 (32), 197 (28), 141 (45), 57 (bp).